This data is from the Open Reaction Database (ORD), a public repository of structured organic reaction records. The task is: describe an organic reaction: reactants, conditions, products, and yield Starting materials: COC(=O)C1N(CC(C1)N=[N+]=[N-])C(=O)OC(C)(C)C (4-azido-pyrrolidine-1,2-dicarboxylic acid 1-tert-butyl ester 2-methyl ester), C1CCOC1 (THF), C1=CC=C(C=C1)P(C2=CC=CC=C2)C3=CC=CC=C3 (PPh3). Solvent: O (water). Yields the product COC(=O)C1N(CC(C1)N)C(=O)OC(C)(C)C (4-amino-pyrrolidine-1,2-dicarboxylic acid 1-tert-butyl ester 2-methyl ester). As a reaction SMILES: [CH3:1][O:2][C:3]([CH:5]1[CH2:9][CH:8]([N:10]=[N+]=[N-])[CH2:7][N:6]1[C:13]([O:15][C:16]([CH3:19])([CH3:18])[CH3:17])=[O:14])=[O:4].C1COCC1.C1C=CC(P(C2C=CC=CC=2)C2C=CC=CC=2)=CC=1>O>[CH3:1][O:2][C:3]([CH:5]1[CH2:9][CH:8]([NH2:10])[CH2:7][N:6]1[C:13]([O:15][C:16]([CH3:19])([CH3:18])[CH3:17])=[O:14])=[O:4]. Reported procedure: A solution of 4-azido-pyrrolidine-1,2-dicarboxylic acid 1-tert-butyl ester 2-methyl ester, THF and PPh3 and water is refluxed for about 6 hours and then concentrated. The residue is dissolved in Et2O and treated with HCl. The aqueous layer is extracted, washed, dried and concentrated to afford 4-amino-pyrrolidine-1,2-dicarboxylic acid 1-tert-butyl ester 2-methyl ester (32).